This data is from the Open Reaction Database (ORD), a public repository of structured organic reaction records. The task is: describe an organic reaction: reactants, conditions, products, and yield The reactants are [C]=O (carbon monoxide), [N+](=O)([O-])C1=CC=CC=C1 (nitrobenzene), [C]=O (carbon monoxide), NC1=CC=CC=C1 (aniline), NC1=CC=CC=C1 (aniline), [N+](=O)([O-])C1=CC=CC=C1 (nitrobenzene), IC(I)(I)I (tetraiodomethane), [OH-].[Rb+] (rubidium hydroxide), C(C)O (ethanol). Reagents/catalysts: [Pd](Cl)Cl (palladium chloride). Run at time 5 hour. Product: C1(=CC=CC=C1)NC(OCC)=O (ethyl N-phenylcarbamate). RXN SMILES: [NH2:1][C:2]1[CH:7]=[CH:6][CH:5]=[CH:4][CH:3]=1.[N+]([C:11]1[CH:16]=CC=CC=1)([O-])=O.IC(I)(I)I.[OH-:22].[Rb+].[C]=O.[CH2:26]([OH:28])C>[Pd](Cl)Cl>[C:2]1([NH:1][C:26](=[O:28])[O:22][CH2:16][CH3:11])[CH:7]=[CH:6][CH:5]=[CH:4][CH:3]=1 |f:3.4,^3:23|. Procedure details: In a 200 ml stirring type autoclave were charged 30 mmols of aniline, 15 mmols of nitrobenzene, 50 ml of ethanol, 3 mmols of palladium chloride, 3 mmols of tetraiodomethane and 3 mmols of rubidium hydroxide. After the air inside the autoclave had been replaced with carbon monoxide, carbon monoxide was pressurized into the autoclave to 120 Kg/cm2, and the reaction was carried out at 180° C. for 5 hours with stirring. As the result of analysis of the reaction solution, the conversions of aniline a...